This data is from the Open Reaction Database (ORD), a public repository of structured organic reaction records. The task is: describe an organic reaction: reactants, conditions, products, and yield The reactants are CO\N=C(\C(=O)OC)/C1=C(C=CC=C1C)COC1=C(C=CC=C1)C (methyl E-2-((2-methylphenyl)oxymethyl)-6-methylphenylglyoxylate O-methyl oxime), CN (methylamine). The product is CO\N=C(\C(=O)NC)/C1=C(C=CC=C1C)COC1=C(C=CC=C1)C (N-methyl E-2-((2-methylphenyl)oxymethyl)-6-methylphenylglyoxylamide O-methyl oxime). RXN SMILES: [CH3:1][O:2]/[N:3]=[C:4](\[C:9]1[C:14]([CH3:15])=[CH:13][CH:12]=[CH:11][C:10]=1[CH2:16][O:17][C:18]1[CH:23]=[CH:22][CH:21]=[CH:20][C:19]=1[CH3:24])/[C:5](OC)=[O:6].[CH3:25][NH2:26]>>[CH3:1][O:2]/[N:3]=[C:4](\[C:9]1[C:14]([CH3:15])=[CH:13][CH:12]=[CH:11][C:10]=1[CH2:16][O:17][C:18]1[CH:23]=[CH:22][CH:21]=[CH:20][C:19]=1[CH3:24])/[C:5]([NH:26][CH3:25])=[O:6]. Reported procedure: methyl E-2-((2-methylphenyl)oxymethyl)-6-methylphenylglyoxylate O-methyl oxime prepared in the step 1 is reacted with methylamine (NH2Me) to give N-methyl E-2-((2-methylphenyl)oxymethyl)-6-methylphenylglyoxylamide O-methyl oxime of the present invention (step 2). The reactants are C1(CCCCC1)CC=1NC(C(=C(N1)C(=O)OC)O)=O (methyl 2-(cyclohexylmethyl)-5-hydroxy-6-oxo-1,6-dihydropyrimidine-4-carboxylate), CN (methylamine). Solvent: CO (MeOH). Reaction conditions: temperature 140 celsius. The product is CNC(=O)C=1N=C(NC(C1O)=O)CC1CCCCC1 (2-cyclohexylmethyl-5-hydroxy-6-oxo-1,6-dihydro-pyrimidine-4-carboxylic acid methylamide). Isolated yield 36.7%. RXN SMILES: [CH:1]1([CH2:7][C:8]2[NH:9][C:10](=[O:19])[C:11]([OH:18])=[C:12]([C:14]([O:16]C)=O)[N:13]=2)[CH2:6][CH2:5][CH2:4][CH2:3][CH2:2]1.[CH3:20][NH2:21]>CO>[CH3:20][NH:21][C:14]([C:12]1[N:13]=[C:8]([CH2:7][CH:1]2[CH2:2][CH2:3][CH2:4][CH2:5][CH2:6]2)[NH:9][C:10](=[O:19])[C:11]=1[OH:18])=[O:16]. Reported procedure: A mixture of methyl 2-(cyclohexylmethyl)-5-hydroxy-6-oxo-1,6-dihydropyrimidine-4-carboxylate (30 mg, 113 μmol), methylamine (2M in THF) (1.5 ml, 3.00 mmol) and MeOH (10 ml) was heated in a microwave oven at 140° C. for 40 min. The cooled reaction mixture was concentrated in vacuo. The residue was heated in a mixture of MeOH and Amberlyst until all the product had dissolved. The resin was removed by filtration and the filtrate was evaporated to dryness under reduced pressure to give the title com... The reactants are CCOC(=O)CBr, O=C([O-])[O-], Cc1c(SCCCNCc2ccccc2)ccnc1CSc1nc2ccccc2[nH]1, CN(C)C=O, [K+], [K+], O. The product is CCOC(=O)CN(CCCSc1ccnc(CSc2nc3ccccc3[nH]2)c1C)Cc1ccccc1. RXN SMILES: [Br:31][CH2:32][C:33](=[O:34])[O:35][CH2:36][CH3:37].[C:38](=[O:39])([O-:40])[O-:41].[CH3:1][c:2]1[c:3]([CH2:20][S:21][c:22]2[n:23][c:24]3[c:25]([nH:26]2)[cH:27][cH:28][cH:29][cH:30]3)[n:4][cH:5][cH:6][c:7]1[S:8][CH2:9][CH2:10][CH2:11][NH:12][CH2:13][c:14]1[cH:15][cH:16][cH:17][cH:18][cH:19]1.[CH3:45][N:46]([CH3:47])[CH:48]=[O:49].[K+:42].[K+:43].[OH2:44]>>[CH3:1][c:2]1[c:3]([CH2:20][S:21][c:22]2[nH:23][c:24]3[c:25]([n:26]2)[cH:27][cH:28][cH:29][cH:30]3)[n:4][cH:5][cH:6][c:7]1[S:8][CH2:9][CH2:10][CH2:11][N:12]([CH2:13][c:14]1[cH:15][cH:16][cH:17][cH:18][cH:19]1)[CH2:32][C:33](=[O:34])[O:35][CH2:36][CH3:37]. Reactants: COc1ccc(NS(=O)(=O)c2ccc(C)cc2)c([N+](=O)[O-])c1, O, Cc1ccc(S(=O)(=O)Cl)cc1, c1ccncc1. Product: COc1ccc(N(S(=O)(=O)c2ccc(C)cc2)S(=O)(=O)c2ccc(C)cc2)c([N+](=O)[O-])c1. As a reaction SMILES: [CH3:1][O:2][c:3]1[cH:4][c:5]([N+:20](=[O:21])[O-:22])[c:6]([NH:7][S:8](=[O:9])(=[O:10])[c:11]2[cH:12][cH:13][c:14]([CH3:17])[cH:15][cH:16]2)[cH:18][cH:19]1.[OH2:34].[c:23]1([CH3:33])[cH:24][cH:25][c:26]([S:29](=[O:30])(=[O:31])[Cl:32])[cH:27][cH:28]1.[cH:35]1[cH:36][cH:37][n:38][cH:39][cH:40]1>>[CH3:1][O:2][c:3]1[cH:4][c:5]([N+:20](=[O:21])[O-:22])[c:6]([N:7]([S:8](=[O:9])(=[O:10])[c:11]2[cH:12][cH:13][c:14]([CH3:17])[cH:15][cH:16]2)[S:29]([c:26]2[cH:25][cH:24][c:23]([CH3:33])[cH:28][cH:27]2)(=[O:30])=[O:31])[cH:18][cH:19]1. The reactants are NC(C1=NC2=CC=CC=C2C(=N1)NC1=NNC(=C1)C)C1=CC=C(C=C1)F (2-(amino(4-fluorophenyl)methyl)-N-(5-methyl-1H-pyrazol-3-yl)quinazolin-4-amine), TEA, CCO (EtOH). Solvent: C(=O)OCC (ethyl formate). Reaction conditions: temperature 120 celsius. The product is FC1=CC=C(C=C1)C(NC=O)C1=NC2=CC=CC=C2C(=N1)NC1=NNC(=C1)C (N-((4-fluorophenyl)(4-(5-methyl-1H-pyrazol-3-ylamino)quinazolin-2-yl)methyl)formamide). The yield is 8.0%. RXN SMILES: [NH2:1][CH:2]([C:20]1[CH:25]=[CH:24][C:23]([F:26])=[CH:22][CH:21]=1)[C:3]1[N:12]=[C:11]([NH:13][C:14]2[CH:18]=[C:17]([CH3:19])[NH:16][N:15]=2)[C:10]2[C:5](=[CH:6][CH:7]=[CH:8][CH:9]=2)[N:4]=1.C[CH2:28][OH:29]>C(OCC)=O>[F:26][C:23]1[CH:22]=[CH:21][C:20]([CH:2]([C:3]2[N:12]=[C:11]([NH:13][C:14]3[CH:18]=[C:17]([CH3:19])[NH:16][N:15]=3)[C:10]3[C:5](=[CH:6][CH:7]=[CH:8][CH:9]=3)[N:4]=2)[NH:1][CH:28]=[O:29])=[CH:25][CH:24]=1. Reported procedure: To 2-(amino(4-fluorophenyl)methyl)-N-(5-methyl-1H-pyrazol-3-yl)quinazolin-4-amine from Example 45 Step B (0.1 g, 0.28 mmol) in ethyl formate (4 mL) were added TEA (0.2 mL) and EtOH (0.5 mL), and the mixture was heated to 120° C. for 30 min in a Biotage microwave reactor and then concentrated under reduced pressure. The residue was diluted with DMSO (5 mL) and purified by reverse-phase preparative HPLC (Varian diphenyl reverse phase column, eluted with gradient of solvent B=0.05% HOAC/MeOH and so... The reactants are C(C)C=1C=C(C(N2C(=C(C(=C(C12)F)N1CCN(CC1)C)F)F)=O)C(=O)OCC (ethyl 1-ethyl-8-(4-methylpiperazin-1-yl)-6,7,9-trifluoro-4H-quinolizin-4-one-3-carboxylate), [OH-].[Na+] (sodium hydroxide), Cl (hydrochloric acid). The solvent is C1CCOC1 (THF). Reaction conditions: temperature 75 celsius, time 4.5 hour. Product: Cl.C(C)C=1C=C(C(N2C(=C(C(=C(C12)F)N1CCN(CC1)C)F)F)=O)C(=O)O (1-Ethyl-8-(4-methylpiperazin-1-yl)-6,7,9-trifluoro-4H-quinolizin-4-one-3-carboxylic acid hydrochloride). RXN SMILES: [CH2:1]([C:3]1[CH:4]=[C:5]([C:24]([O:26]CC)=[O:25])[C:6](=[O:23])[N:7]2[C:12]=1[C:11]([F:13])=[C:10]([N:14]1[CH2:19][CH2:18][N:17]([CH3:20])[CH2:16][CH2:15]1)[C:9]([F:21])=[C:8]2[F:22])[CH3:2].[OH-].[Na+].[ClH:31]>C1COCC1>[ClH:31].[CH2:1]([C:3]1[CH:4]=[C:5]([C:24]([OH:26])=[O:25])[C:6](=[O:23])[N:7]2[C:12]=1[C:11]([F:13])=[C:10]([N:14]1[CH2:19][CH2:18][N:17]([CH3:20])[CH2:16][CH2:15]1)[C:9]([F:21])=[C:8]2[F:22])[CH3:2] |f:1.2,5.6|. Procedure details: To a solution of 199 mg (0.5 mmol) of ethyl 1-ethyl-8-(4-methylpiperazin-1-yl)-6,7,9-trifluoro-4H-quinolizin-4-one-3-carboxylate, from Step 5, in 4 mL of THF is added 4.0 mL of a 1.0N aqueous sodium hydroxide solution and the reaction mixture is heated, with stirring, at 75° C. for 4.5 hours. The reaction mixture is cooled to ambient temperature and adjusted to pH 2 with 5 mL of 1N aqueous hydrochloric acid solution. The aqueous solution is concentrated in vacuo to ~5 mL and the solid is collect... Reactants: C=O (paraformaldehyde), ClC=1C=C(C=CC1Cl)C1NCCC1 (2-(3,4-dichlorophenyl)-pyrrolidine), ice water, CC(=O)C (acetone), CC(=O)C (acetone), O (water), Cl (hydrochloric acid). The solvent is C(C)(C)O (iso-propanol). Reaction conditions: time 15 minute. Yields the product ClC=1C=C(C=CC1Cl)C1N(CCC1)CCC(C)=O (4-[2-(3,4-Dichlorophenyl)pyrrolidin-1-yl]butan-2-one). RXN SMILES: [Cl:1][C:2]1[CH:3]=[C:4]([CH:9]2[CH2:13][CH2:12][CH2:11][NH:10]2)[CH:5]=[CH:6][C:7]=1[Cl:8].Cl.[CH2:15]=O.O.[CH3:18][C:19]([CH3:21])=[O:20]>C(O)(C)C>[Cl:1][C:2]1[CH:3]=[C:4]([CH:9]2[CH2:13][CH2:12][CH2:11][N:10]2[CH2:15][CH2:18][C:19](=[O:20])[CH3:21])[CH:5]=[CH:6][C:7]=1[Cl:8]. Procedure details: To the solution of 4 g (18.5 mmol) 2-(3,4-dichlorophenyl)-pyrrolidine in 10 ml acetone, during ice-water cooling, the mixture of 10 ml acetone and 1.6 ml cc. hydrochloric acid is added. The mixture is stirred for 15 minutes under cooling for 10 minutes at room temperature, then the solution of 0.83 g (9.3 mmol) paraformaldehyde in 9.2 ml iso-propanol is added and the reaction mixture is heated at reflux temperature for 4 hours. After cooling, 15 ml of water is added and the mixture is extracted ... Starting materials: O=C(n1ccnc1)n1ccnc1, CC(C)(C)c1nc2c(C(=O)O)cccc2[nH]1, CC(C)(C)OC(=O)N1CCC(CN)CC1, CN(C)C=O, CCOC(C)=O, Cl, C1CN2CCN1CC2, O. The product is CC(C)(C)OC(=O)N1CCC(CNC(=O)c2cccc3[nH]c(C(C)(C)C)nc23)CC1. As a reaction SMILES: [C:18]([n:19]1[cH:20][cH:21][n:22][cH:23]1)([n:24]1[cH:25][cH:26][n:27][cH:28]1)=[O:29].[C:2]([CH3:3])([CH3:4])([CH3:5])[c:6]1[n:7][c:8]2[c:9]([nH:10]1)[cH:11][cH:12][cH:13][c:14]2[C:15](=[O:16])[OH:17].[C:30]([CH3:31])([CH3:32])([CH3:33])[O:34][C:35](=[O:36])[N:37]1[CH2:38][CH2:39][CH:40]([CH2:43][NH2:44])[CH2:41][CH2:42]1.[CH3:53][N:54]([CH3:55])[CH:56]=[O:57].[CH3:59][CH2:60][O:61][C:62](=[O:63])[CH3:64].[ClH:1].[N:45]12[CH2:46][CH2:47][N:48]([CH2:49][CH2:50]1)[CH2:51][CH2:52]2.[OH2:58]>>[C:2]([CH3:3])([CH3:4])([CH3:5])[c:6]1[n:7][c:8]2[c:9]([nH:10]1)[cH:11][cH:12][cH:13][c:14]2[C:15](=[O:17])[NH:44][CH2:43][CH:40]1[CH2:39][CH2:38][N:37]([C:35]([O:34][C:30]([CH3:31])([CH3:32])[CH3:33])=[O:36])[CH2:42][CH2:41]1.